From a dataset of the Open Reaction Database (ORD), a public repository of structured organic reaction records. describe an organic reaction: reactants, conditions, products, and yield Reactants: FC(F)(F)c1ccc(CBr)cc1, [K+], [K+], O=C([O-])[O-], CN(C)C=O, Cc1cc(C=O)cc(C)c1O. The product is Cc1cc(C=O)cc(C)c1OCc1ccc(C(F)(F)F)cc1. RXN SMILES: [Br:1][CH2:2][c:3]1[cH:4][cH:5][c:6]([C:9]([F:10])([F:11])[F:12])[cH:7][cH:8]1.[K+:24].[K+:25].[O-:26][C:27]([O-:28])=[O:29].[O:30]=[CH:31][N:32]([CH3:33])[CH3:34].[OH:13][c:14]1[c:15]([CH3:23])[cH:16][c:17]([CH:18]=[O:19])[cH:20][c:21]1[CH3:22]>>[CH2:2]([c:3]1[cH:4][cH:5][c:6]([C:9]([F:10])([F:11])[F:12])[cH:7][cH:8]1)[O:13][c:14]1[c:15]([CH3:23])[cH:16][c:17]([CH:18]=[O:19])[cH:20][c:21]1[CH3:22]. Reactants: COC=1C=CC(=C(C1)NC(OC(C)(C)C)=O)CC(C(C)C)=O (tert-butyl [5-methoxy-2-(3-methyl-2-oxobutyl)phenyl]carbamate), [H-].[Na+] (sodium hydride), [Cl-].[NH4+] (ammonium chloride), ClCC1=CC=CC(=N1)C#N (6-(Chloromethyl)pyridine-2-carbonitrile). Run in CN(C=O)C (N,N-dimethylformamide). Reaction conditions: time 30 minute. Yields the product C(#N)C1=CC=CC(=N1)CC(C(C(C)C)=O)C1=C(C=C(C=C1)OC)NC(OC(C)(C)C)=O (Tert-Butyl {2-[1-(6-cyanopyridin-2-ylmethyl)-3-methyl-2-oxobutyl]-5-methoxyphenyl}carbamate). The yield is 58.5%. RXN SMILES: [CH3:1][O:2][C:3]1[CH:4]=[CH:5][C:6]([CH2:17][C:18](=[O:22])[CH:19]([CH3:21])[CH3:20])=[C:7]([NH:9][C:10](=[O:16])[O:11][C:12]([CH3:15])([CH3:14])[CH3:13])[CH:8]=1.[H-].[Na+].Cl[CH2:26][C:27]1[N:32]=[C:31]([C:33]#[N:34])[CH:30]=[CH:29][CH:28]=1.[Cl-].[NH4+]>CN(C)C=O>[C:33]([C:31]1[N:32]=[C:27]([CH2:26][CH:17]([C:6]2[CH:5]=[CH:4][C:3]([O:2][CH3:1])=[CH:8][C:7]=2[NH:9][C:10](=[O:16])[O:11][C:12]([CH3:15])([CH3:14])[CH3:13])[C:18](=[O:22])[CH:19]([CH3:20])[CH3:21])[CH:28]=[CH:29][CH:30]=1)#[N:34] |f:1.2,4.5|. Reported procedure: Under an argon atmosphere, to a solution of tert-butyl [5-methoxy-2-(3-methyl-2-oxobutyl)phenyl]carbamate (337 mg) in N,N-dimethylformamide (4 mL) was added sodium hydride (50-72% in oil, 56 mg) under ice-cooling, and the mixture was stirred for 30 minutes. 6-(Chloromethyl)pyridine-2-carbonitrile (167 mg) was added thereto, followed by stirring for 1 hour. To the reaction mixture was added a saturated aqueous ammonium chloride solution, followed by extraction with ethyl acetate. The organic laye... Reactants: CC(CC1=CNC2=C(C=CC=C12)O[C@H](C(=O)N1CCOCC1)C)(C)N (2-methyl-1-{7-[(1S)-1-methyl-2-morpholin-4-yl-2-oxoethoxy]-1H-indol-3-yl}propan-2-amine), O (water), N1=CC(=CC=C1)[C@H]1OC1 ((R)-(pyridin-3-yl)oxirane), N1=CC(=CC=C1)[C@H]1OC1 ((R)-(pyridin-3-yl)oxirane). The solvent is C(C)O (ethanol). Reaction conditions: temperature 10 celsius, time 18 hour. Yields the product CC(CC1=CNC2=C(C=CC=C12)O[C@H](C(=O)N1CCOCC1)C)(C)NC[C@H](O)C=1C=NC=CC1 ((1R)-2-[(1,1-dimethyl-2-{7-[(1S)-1-methyl-2-morpholin-4-yl-2-oxoethoxy]-1H-indol-3-yl}ethyl)amino]-1-pyridin-3-ylethanol). Yield: 25.0%. Reaction SMILES: [CH3:1][C:2]([NH2:25])([CH3:24])[CH2:3][C:4]1[C:12]2[C:7](=[C:8]([O:13][C@@H:14]([CH3:23])[C:15]([N:17]3[CH2:22][CH2:21][O:20][CH2:19][CH2:18]3)=[O:16])[CH:9]=[CH:10][CH:11]=2)[NH:6][CH:5]=1.O.[N:27]1[CH:32]=[CH:31][CH:30]=[C:29]([C@@H:33]2[CH2:35][O:34]2)[CH:28]=1>C(O)C>[CH3:1][C:2]([NH:25][CH2:35][C@@H:33]([C:29]1[CH:28]=[N:27][CH:32]=[CH:31][CH:30]=1)[OH:34])([CH3:24])[CH2:3][C:4]1[C:12]2[C:7](=[C:8]([O:13][C@@H:14]([CH3:23])[C:15]([N:17]3[CH2:22][CH2:21][O:20][CH2:19][CH2:18]3)=[O:16])[CH:9]=[CH:10][CH:11]=2)[NH:6][CH:5]=1. Reported procedure: To a solution of 2-methyl-1-{7-[(1S)-1-methyl-2-morpholin-4-yl-2-oxoethoxy]-1H-indol-3-yl}propan-2-amine (68.4 mg, 0.198 mmol) in ethanol (4 mL)- water (0.4 mL) is added (R)-(pyridin-3-yl)oxirane (36.0 mg, 0.297 mmol), and the mixture is refluxed for 8 hours. To the reaction solution is added (R)-(pyridin-3-yl)oxirane (144.0 mg, 1.19 mmol) in 4 portions, and the mixture is heated with stirring at 100 to 1 10° C. in a sealed tube for 18 hours. After the reaction is completed, the solvent is evapo... Reactants: S1C2=C(C=C1)C(=CC=C2)N2CCN(CC2)CCCCN2C(CCC1=CC=CC=C21)=O (1-[4-(4-benzo[b]thiophen-4-yl-piperazin-1-yl)butyl]-3,4-dihydro-1H-quinolin-2-one), ClCCCCN1C(CCC2=CC=CC=C12)=O (1-(4-chlorobutyl)-3,4-dihydro-1H-quinolin-2-one), C(C)O.Cl (hydrochloric acid ethanol). Run in C(C)O (ethanol). Product: Cl.S1C2=C(C=C1)C(=CC=C2)N2CCN(CC2)CCCCN2C(CCC1=CC=CC=C21)=O (1-[4-(4-benzo[b]thiophen-4-yl-piperazin-1-yl)butyl]-3,4-dihydro-1H-quinolin-2-one hydrochloride). RXN SMILES: [S:1]1[CH:5]=[CH:4][C:3]2[C:6]([N:10]3[CH2:15][CH2:14][N:13]([CH2:16][CH2:17][CH2:18][CH2:19][N:20]4[C:29]5[C:24](=[CH:25][CH:26]=[CH:27][CH:28]=5)[CH2:23][CH2:22][C:21]4=[O:30])[CH2:12][CH2:11]3)=[CH:7][CH:8]=[CH:9][C:2]1=2.[Cl:31]CCCCN1C2C(=CC=CC=2)CCC1=O.C(O)C.Cl>C(O)C>[ClH:31].[S:1]1[CH:5]=[CH:4][C:3]2[C:6]([N:10]3[CH2:15][CH2:14][N:13]([CH2:16][CH2:17][CH2:18][CH2:19][N:20]4[C:29]5[C:24](=[CH:25][CH:26]=[CH:27][CH:28]=5)[CH2:23][CH2:22][C:21]4=[O:30])[CH2:12][CH2:11]3)=[CH:7][CH:8]=[CH:9][C:2]1=2 |f:2.3,5.6|. Procedure: By a similar method as in Example 1, 1-[4-(4-benzo[b]thiophen-4-yl-piperazin-1-yl)butyl]-3,4-dihydro-1H-quinolin-2-one was prepared from 1-(4-chlorobutyl)-3,4-dihydro-1H-quinolin-2-one, and after it was made into an ethanol solution, 1N hydrochloric acid ethanol solution was added thereto, precipitated crystals were separated by filtration and thereby 1-[4-(4-benzo[b]thiophen-4-yl-piperazin-1-yl)butyl]-3,4-dihydro-1H-quinolin-2-one hydrochloride was obtained in the form of a white powder. Starting materials: ice water, OC(C#C)COC1=CC=C(C=C1)F (3-hydroxy-4-p-fluorophenoxy-1-butyne), N1C=NC=C1 (imidazole), Cl[Si](C)(C)C (chlorotrimethylsilane). Run in CCCCCC (hexane). Yields the product FC1=CC=C(OCC(C#C)O[Si](C)(C)C)C=C1 (4-p-fluorophenoxy-3-trimethylsilyloxy-1-butyne). The yield is 87.9%. As a reaction SMILES: [OH:1][CH:2]([CH2:5][O:6][C:7]1[CH:12]=[CH:11][C:10]([F:13])=[CH:9][CH:8]=1)[C:3]#[CH:4].N1C=CN=C1.Cl[Si:20]([CH3:23])([CH3:22])[CH3:21]>CCCCCC>[F:13][C:10]1[CH:9]=[CH:8][C:7]([O:6][CH2:5][CH:2]([O:1][Si:20]([CH3:23])([CH3:22])[CH3:21])[C:3]#[CH:4])=[CH:12][CH:11]=1. Reported procedure: To a 0° C. solution of 10 g (55 mmoles) of 3-hydroxy-4-p-fluorophenoxy-1-butyne (Example 157) in 75 ml of dry dimethylformamidee and 88 g (130 mmoles) of imidazole is added dropwise, with stirring, 7.5 g (68 mmoles) of chlorotrimethylsilane. The mixture, while under an argon atmosphere, is stirred at room temperature for 18 hours, and then poured into 150 ml of hexane and 100 ml of ice-water. The organic phase is separated, washed with 50 ml of a brine solution, dried with magnesium sulfate, and...